This data is from the Open Reaction Database (ORD), a public repository of structured organic reaction records. The task is: describe an organic reaction: reactants, conditions, products, and yield The reactants are C(C)(=O)NC(=O)NC1=CC(=CC=C1)OC (1-acetyl-3(3-methoxyphenyl)urea), polyphosphoric acid, N (ammonia). Run at temperature 50 celsius, time 8 hour. The product is CC1=NC(NC2=CC(=CC=C12)OC)=O (4-Methyl-7-methoxy-2(1H)quinazolinone). As a reaction SMILES: [C:1]([NH:4][C:5]([NH:7][C:8]1[CH:13]=[CH:12][CH:11]=[C:10]([O:14][CH3:15])[CH:9]=1)=[O:6])(=O)[CH3:2].N>>[CH3:2][C:1]1[C:13]2[C:8](=[CH:9][C:10]([O:14][CH3:15])=[CH:11][CH:12]=2)[NH:7][C:5](=[O:6])[N:4]=1. Procedure: A mixture of 1-acetyl-3(3-methoxyphenyl)urea (32.5 g, 0.156 m) and polyphosphoric acid (912.5 g) is heated at 120°-130° C. for 2 hours. After cooling to 50° C. the melt is poured on ice-water (2 liters), and the solution is made weakly basic with ammonia and left standing overnight. The brownish-red precipitate which forms is filtered off, washed with cold water followed by hot acetone, and crystallized from ethanol (after treatment with charcoal) to give the product as a pale yellow solid; yiel...